The task is: describe an organic reaction: reactants, conditions, products, and yield. This data is from the Open Reaction Database (ORD), a public repository of structured organic reaction records. Conditions: time 4 hour. Yields the product FC(C=1C=C(C=C(C1)C(F)(F)F)S(=O)(=O)NC1=CC=C(C=C1)C1=C(C(=CC2=CC=C(C=C12)F)CC(=O)O)C)(F)F ({4-[4-(3,5-bis-trifluoromethyl-benzenesulfonylamino)-phenyl]-6-fluoro-3-methyl-naphthalen-2-yl}-acetic acid). Yield: 83.0%. Procedure: To a solution of {4-[4-(3,5-bis-trifluoromethyl-benzenesulfonylamino)-phenyl]-6-fluoro-3-methyl-naphthalen-2-yl}-acetic acid methyl ester (21 mg, 0.035 mmol) in ethanol (2 mL) was added sodium hydroxide solution (105 uL, 1.0 N,) at room temperature. The resulting clear solution was stirred for 4 h. Then, the solvents were removed under vacuum and the residue was diluted with water (10 mL), acidified with 1.0 N hydrochloric acid, extracted with ethyl acetate (2×20 mL). The combined organic extrac... RXN SMILES: C[O:2][C:3](=[O:41])[CH2:4][C:5]1[C:14]([CH3:15])=[C:13]([C:16]2[CH:21]=[CH:20][C:19]([NH:22][S:23]([C:26]3[CH:31]=[C:30]([C:32]([F:35])([F:34])[F:33])[CH:29]=[C:28]([C:36]([F:39])([F:38])[F:37])[CH:27]=3)(=[O:25])=[O:24])=[CH:18][CH:17]=2)[C:12]2[C:7](=[CH:8][CH:9]=[C:10]([F:40])[CH:11]=2)[CH:6]=1.[OH-].[Na+]>C(O)C>[F:35][C:32]([F:33])([F:34])[C:30]1[CH:31]=[C:26]([S:23]([NH:22][C:19]2[CH:18]=[CH:17][C:16]([C:13]3[C:12]4[C:7](=[CH:8][CH:9]=[C:10]([F:40])[CH:11]=4)[CH:6]=[C:5]([CH2:4][C:3]([OH:41])=[O:2])[C:14]=3[CH3:15])=[CH:21][CH:20]=2)(=[O:25])=[O:24])[CH:27]=[C:28]([C:36]([F:38])([F:39])[F:37])[CH:29]=1 |f:1.2|. Reactants: COC(CC1=CC2=CC=C(C=C2C(=C1C)C1=CC=C(C=C1)NS(=O)(=O)C1=CC(=CC(=C1)C(F)(F)F)C(F)(F)F)F)=O ({4-[4-(3,5-bis-trifluoromethyl-benzenesulfonylamino)-phenyl]-6-fluoro-3-methyl-naphthalen-2-yl}-acetic acid methyl ester), [OH-].[Na+] (sodium hydroxide). Run in C(C)O (ethanol). The reactants are C1CCOC1, COC(=O)CCc1ccc(Oc2ccc(CC(NS(=O)(=O)c3ccc(C)cc3)C(=O)N(C)C)cc2)cc1, [Li+], [OH-], O. Product: Cc1ccc(S(=O)(=O)NC(Cc2ccc(Oc3ccc(CCC(=O)O)cc3)cc2)C(=O)N(C)C)cc1. Reaction SMILES: [CH2:40]1[O:41][CH2:42][CH2:43][CH2:44]1.[CH3:1][O:2][C:3]([CH2:4][CH2:5][c:6]1[cH:7][cH:8][c:9]([O:12][c:13]2[cH:14][cH:15][c:16]([CH2:19][CH:20]([NH:21][S:22](=[O:23])(=[O:24])[c:25]3[cH:26][cH:27][c:28]([CH3:31])[cH:29][cH:30]3)[C:32]([N:33]([CH3:34])[CH3:35])=[O:36])[cH:17][cH:18]2)[cH:10][cH:11]1)=[O:37].[Li+:38].[OH-:39].[OH2:45]>>[O:2]=[C:3]([CH2:4][CH2:5][c:6]1[cH:7][cH:8][c:9]([O:12][c:13]2[cH:14][cH:15][c:16]([CH2:19][CH:20]([NH:21][S:22](=[O:23])(=[O:24])[c:25]3[cH:26][cH:27][c:28]([CH3:31])[cH:29][cH:30]3)[C:32]([N:33]([CH3:34])[CH3:35])=[O:36])[cH:17][cH:18]2)[cH:10][cH:11]1)[OH:37]. Reactants: CN(CCNC)C (N,N,N′-trimethylethylendiamine), O=C1N(C(CC1)=O)OC(C1=CC=C(C=C1)OC(N(C1=CC=CC=C1)C)=O)=O (4-(methyl-phenyl-carbamoyloxy)-benzoic acid 2,5-dioxo-pyrrolidin-1-yl ester). Product: CN(CCN(C(=O)C1=CC=C(C=C1)OC(N(C1=CC=CC=C1)C)=O)C)C (Methyl-phenyl-carbamic acid 4-[(2-dimethylamino-ethyl)-methyl-carbamoyl]-phenyl ester). As a reaction SMILES: [CH3:1][N:2]([CH3:7])[CH2:3][CH2:4][NH:5][CH3:6].O=C1CCC(=O)N1O[C:16](=[O:34])[C:17]1[CH:22]=[CH:21][C:20]([O:23][C:24](=[O:33])[N:25]([CH3:32])[C:26]2[CH:31]=[CH:30][CH:29]=[CH:28][CH:27]=2)=[CH:19][CH:18]=1>>[CH3:1][N:2]([CH3:7])[CH2:3][CH2:4][N:5]([CH3:6])[C:16]([C:17]1[CH:18]=[CH:19][C:20]([O:23][C:24](=[O:33])[N:25]([CH3:32])[C:26]2[CH:27]=[CH:28][CH:29]=[CH:30][CH:31]=2)=[CH:21][CH:22]=1)=[O:34]. Procedure: The title product was prepared from N,N,N′-trimethylethylendiamine and 4-(methyl-phenyl-carbamoyloxy)-benzoic acid 2,5-dioxo-pyrrolidin-1-yl ester, preparative HPLC (method C) (2%, colourless oil). HPLC-MS m/z=356.2 (M+1), Rt: 2.17 min.